This data is from the Open Reaction Database (ORD), a public repository of structured organic reaction records. The task is: describe an organic reaction: reactants, conditions, products, and yield Yields the product NC1=CC=C(C=C1)CCC(=O)OC (Methyl 3-(4-aminophenyl)propanoate). Isolated yield 98.0%. Procedure details: Thionyl chloride (14.6 ml, 200 mmol, 3.3 equiv) was added dropwise to a solution of dry methanol (60 ml, 1453 mmol, 24 equiv) at −10° C. After stirring for 10 minutes, 3-(4-aminophenyl)propanoic acid (10.0 g, 61 mmol) was added to give a yellow suspension. The solution stirred for 1 hour and was slowly warmed to room temperature. The resulting solution was concentrated to give a yellow solid. The solid was suspended in ethyl acetate, and NaHCO3 (aq.) was added until the salt dissolved fully. Sol... Solvent: C(C)(=O)OCC (ethyl acetate). Starting materials: C(=O)(O)[O-].[Na+] (NaHCO3), S(=O)(Cl)Cl (Thionyl chloride), CO (methanol), C([O-])(O)=O.[Na+] (sodium bicarbonate), NC1=CC=C(C=C1)CCC(=O)O (3-(4-aminophenyl)propanoic acid). As a reaction SMILES: S(Cl)(Cl)=O.CO.[NH2:7][C:8]1[CH:13]=[CH:12][C:11]([CH2:14][CH2:15][C:16]([OH:18])=[O:17])=[CH:10][CH:9]=1.[C:19]([O-])(O)=O.[Na+]>C(OCC)(=O)C>[NH2:7][C:8]1[CH:9]=[CH:10][C:11]([CH2:14][CH2:15][C:16]([O:18][CH3:19])=[O:17])=[CH:12][CH:13]=1 |f:3.4|. Reaction conditions: time 10 minute. The reactants are [H-].[Na+] (NaH), [I-].C[S+](=O)(C)C (trimethylsulfoxonium iodide), ClC1=CC=C(C=C1)C(C=O)(CC)N1C=CC2=C(C=CC=C12)NC(OC(C)(C)C)=O (tert-butyl 1-(2-(4-chlorophenyl)-1-oxobutan-2-yl)-1H-indol-4-ylcarbamate). Solvent: C1CCOC1 (THF), CS(=O)C (DMSO). Product: ClC1=CC=C(C=C1)C(CC)(C1OC1)N1C=CC2=C(C=CC=C12)NC(OC(C)(C)C)=O (tert-butyl (1-(1-(4-chlorophenyl)-1-(oxiran-2-yl)propyl)-1H-indol-4-yl)carbamate). As a reaction SMILES: [H-].[Na+].[I-].[CH3:4][S+](C)(C)=O.[Cl:9][C:10]1[CH:15]=[CH:14][C:13]([C:16]([N:21]2[C:29]3[C:24](=[C:25]([NH:30][C:31](=[O:37])[O:32][C:33]([CH3:36])([CH3:35])[CH3:34])[CH:26]=[CH:27][CH:28]=3)[CH:23]=[CH:22]2)([CH2:19][CH3:20])[CH:17]=[O:18])=[CH:12][CH:11]=1>CS(C)=O.C1COCC1>[Cl:9][C:10]1[CH:15]=[CH:14][C:13]([C:16]([N:21]2[C:29]3[C:24](=[C:25]([NH:30][C:31](=[O:37])[O:32][C:33]([CH3:36])([CH3:35])[CH3:34])[CH:26]=[CH:27][CH:28]=3)[CH:23]=[CH:22]2)([CH:17]2[CH2:4][O:18]2)[CH2:19][CH3:20])=[CH:12][CH:11]=1 |f:0.1,2.3|. Procedure: To a solution of NaH (41 mg, 0.764 mmol, 60% in oil) in DMSO (15 mL) at 0° C. was added trimethylsulfoxonium iodide (235 mg, 1.07 mmol) divided into several portions. The mixture was stirred at room temperature until the mixture became clear. To the solution of tert-butyl 1-(2-(4-chlorophenyl)-1-oxobutan-2-yl)-1H-indol-4-ylcarbamate (210 mg, 0.509 mmol), as described in Example 21 Step B, in THF (15 mL) was added the upper solution dropwise at 0° C. Then the mixture was stirred at room temperatu... The reactants are C=COCc1cccnc1-n1cc(C(=O)OCC)c(C)n1, CC[Zn]CC, CCCCCC, ClCCl, Cl, ICI, O=C(O)C(F)(F)F. The product is CCOC(=O)c1cn(-c2ncccc2COC2CC2)nc1C. Reaction SMILES: [CH2:22]([CH3:23])[O:24][C:25](=[O:26])[c:27]1[c:28]([CH3:42])[n:29][n:30](-[c:32]2[n:33][cH:34][cH:35][cH:36][c:37]2[CH2:38][O:39][CH:40]=[CH2:41])[cH:31]1.[CH3:1][CH2:2][Zn:3][CH2:4][CH3:5].[CH3:6][CH2:7][CH2:8][CH2:9][CH2:10][CH3:11].[Cl:44][CH2:45][Cl:46].[ClH:43].[I:19][CH2:20][I:21].[OH:12][C:13]([C:14]([F:15])([F:16])[F:17])=[O:18]>>[CH2:1]1[CH:40]([O:39][CH2:38][c:37]2[c:32](-[n:30]3[n:29][c:28]([CH3:42])[c:27]([C:25]([O:24][CH2:22][CH3:23])=[O:26])[cH:31]3)[n:33][cH:34][cH:35][cH:36]2)[CH2:41]1.